From a dataset of the Open Reaction Database (ORD), a public repository of structured organic reaction records. describe an organic reaction: reactants, conditions, products, and yield Reported procedure: 14.3 g (0.06 mmol) of 3-carboxymethylthio-2-methylbenzoic acid are dissolved in 300 ml of methylene chloride and 13.1 g (0.11 mmol) of thionyl chloride are added dropwise. The mixture is refluxed for 1 hour and the solvent and excess thionyl chloride are then distilled off. The residue is taken up in 100 ml of methylene chloride and treated with 31.8 g (0.24 mmol) of aluminum trichloride. The reaction is stirred at about 20° C. for 1 hour. The mixture is then added to ice-water and the organic p... Run at temperature 20 celsius, time 1 hour. Reaction SMILES: [C:1]([CH2:4][S:5][C:6]1[C:7]([CH3:15])=[C:8]([CH:12]=[CH:13][CH:14]=1)[C:9]([OH:11])=[O:10])([OH:3])=[O:2].S(Cl)(Cl)=O.[Cl-].[Cl-].[Cl-].[Al+3].[CH2:24](Cl)Cl>>[C:1]([CH2:4][S:5][C:6]1[C:7]([CH3:15])=[C:8]([CH:12]=[CH:13][CH:14]=1)[C:9]([O:11][CH3:24])=[O:10])([OH:3])=[O:2] |f:2.3.4.5|. Reactants: ice water, C(=O)(O)CSC=1C(=C(C(=O)O)C=CC1)C (3-carboxymethylthio-2-methylbenzoic acid), C(Cl)Cl (methylene chloride), [Cl-].[Cl-].[Cl-].[Al+3] (aluminum trichloride), S(=O)(Cl)Cl (thionyl chloride). Product: C(=O)(O)CSC=1C(=C(C(=O)OC)C=CC1)C (methyl 3-carboxymethylthio-2-methylbenzoate). Starting materials: CN1C=NC=C1C(=O)C1=CC=C(C=C1)[N+](=O)[O-] ((1-methyl-1H-imidazol-5-yl)(4-nitrophenyl)methanone), Intermediate 15, O.O.[Sn](Cl)Cl (tin(II)chloride dihydrate). The solvent is CCO (EtOH). Conditions: time 15 minute. Product: NC1=CC=C(C=C1)C(=O)C1=CN=CN1C ((4-Aminophenyl)(1-methyl-1H-imidazol-5-yl)methanone). As a reaction SMILES: [CH3:1][N:2]1[C:6]([C:7]([C:9]2[CH:14]=[CH:13][C:12]([N+:15]([O-])=O)=[CH:11][CH:10]=2)=[O:8])=[CH:5][N:4]=[CH:3]1.O.O.[Sn](Cl)Cl>CCO>[NH2:15][C:12]1[CH:11]=[CH:10][C:9]([C:7]([C:6]2[N:2]([CH3:1])[CH:3]=[N:4][CH:5]=2)=[O:8])=[CH:14][CH:13]=1 |f:1.2.3|. Reported procedure: A mixture of (1-methyl-1H-imidazol-5-yl)(4-nitrophenyl)methanone (1.30 g, 5.62 mmol, Intermediate 15: step b and tin(II)chloride dihydrate (6.54 g, 28.1 mmol) in EtOH (35 mL) was stirred at reflux for 1 hour, cooled to room temperature and evaporated in vacuo to remove most of the EtOH. The residue was poured into a 3 M aqueous NaOH/ice solution rinsing with EtOAc. The mixture was stirred at room temperature for 15 minutes then layers were separated. The aqueous layer was again extracted with Et... Starting materials: O=C([O-])[O-], C#CCBr, [Cs+], [Cs+], CN(C)C=O, COC(=O)c1ccc(OC2CCN(C(=O)OC(C)(C)C)CC2)cc1O. Product: C#CCOc1cc(OC2CCN(C(=O)OC(C)(C)C)CC2)ccc1C(=O)OC. Reaction SMILES: [C:30](=[O:31])([O-:32])[O-:33].[CH2:26]([C:27]#[CH:28])[Br:29].[Cs+:34].[Cs+:35].[O:36]=[CH:37][N:38]([CH3:39])[CH3:40].[OH:1][c:2]1[c:3]([C:4](=[O:5])[O:6][CH3:7])[cH:8][cH:9][c:10]([O:12][CH:13]2[CH2:14][CH2:15][N:16]([C:19](=[O:20])[O:21][C:22]([CH3:23])([CH3:24])[CH3:25])[CH2:17][CH2:18]2)[cH:11]1>>[O:1]([c:2]1[c:3]([C:4](=[O:5])[O:6][CH3:7])[cH:8][cH:9][c:10]([O:12][CH:13]2[CH2:14][CH2:15][N:16]([C:19](=[O:20])[O:21][C:22]([CH3:23])([CH3:24])[CH3:25])[CH2:17][CH2:18]2)[cH:11]1)[CH2:28][C:27]#[CH:26]. Reactants: ClC(Cl)Cl, OCc1ccc(COc2ccc(-c3ccccc3F)c(C(F)(F)F)c2)cc1O. Product: O=Cc1ccc(COc2ccc(-c3ccccc3F)c(C(F)(F)F)c2)cc1O. As a reaction SMILES: [CH:29]([Cl:30])([Cl:31])[Cl:32].[F:1][c:2]1[c:3](-[c:8]2[c:9]([C:25]([F:26])([F:27])[F:28])[cH:10][c:11]([O:14][CH2:15][c:16]3[cH:17][cH:18][c:19]([CH2:23][OH:24])[c:20]([OH:22])[cH:21]3)[cH:12][cH:13]2)[cH:4][cH:5][cH:6][cH:7]1>>[F:1][c:2]1[c:3](-[c:8]2[c:9]([C:25]([F:26])([F:27])[F:28])[cH:10][c:11]([O:14][CH2:15][c:16]3[cH:17][cH:18][c:19]([CH:23]=[O:24])[c:20]([OH:22])[cH:21]3)[cH:12][cH:13]2)[cH:4][cH:5][cH:6][cH:7]1. Reactants: CNC(C=O)COC, O=C=Nc1nnc(C(F)(F)F)s1, c1ccccc1. As a reaction SMILES: [CH3:13][NH:14][CH:15]([CH:16]=[O:17])[CH2:18][O:19][CH3:20].[F:1][C:2]([c:3]1[n:4][n:5][c:6]([N:8]=[C:9]=[O:10])[s:7]1)([F:11])[F:12].[cH:21]1[cH:22][cH:23][cH:24][cH:25][cH:26]1>>[F:1][C:2]([c:3]1[n:4][n:5][c:6]([NH:8][C:9](=[O:10])[N:14]([CH3:13])[CH:15]([CH:16]=[O:17])[CH2:18][O:19][CH3:20])[s:7]1)([F:11])[F:12]. Yields the product COCC(C=O)N(C)C(=O)Nc1nnc(C(F)(F)F)s1.